This data is from the Open Reaction Database (ORD), a public repository of structured organic reaction records. The task is: describe an organic reaction: reactants, conditions, products, and yield Reactants: S(=O)(Cl)Cl (Thionyl chloride), C(C1=CC=CC=C1)OC(=O)NCC1=CC=C(C(=O)O)C=C1 (4-benzyloxycarbonylaminomethylbenzoic acid). Reagents/catalysts: CN(C=O)C (dimethylformamide). The solvent is ClCCl (dichloromethane). Reaction conditions: time 2 hour. Yields the product C(C1=CC=CC=C1)OC(=O)NCC1=CC=C(C(=O)Cl)C=C1 (4-benzyloxycarbonylaminomethylbenzoyl chloride). RXN SMILES: S(Cl)([Cl:3])=O.[CH2:5]([O:12][C:13]([NH:15][CH2:16][C:17]1[CH:25]=[CH:24][C:20]([C:21](O)=[O:22])=[CH:19][CH:18]=1)=[O:14])[C:6]1[CH:11]=[CH:10][CH:9]=[CH:8][CH:7]=1>CN(C)C=O.ClCCl>[CH2:5]([O:12][C:13]([NH:15][CH2:16][C:17]1[CH:25]=[CH:24][C:20]([C:21]([Cl:3])=[O:22])=[CH:19][CH:18]=1)=[O:14])[C:6]1[CH:11]=[CH:10][CH:9]=[CH:8][CH:7]=1. Procedure details: Thionyl chloride (12 ml) and dimethylformamide (1 drop) were added to a solution of 4-benzyloxycarbonylaminomethylbenzoic acid (2.85 g) in dichloromethane (12 ml), and the mixture was stirred at room temperature for 2 hours. After the reaction, the solvent was evaporated under reduced pressure to give 4-benzyloxycarbonylaminomethylbenzoyl chloride as crystals. Then, the crystals were dissolved in acetonitrile (5 ml), and the solution was dropwise added to a mixed solution of 4-amino-1H-pyrazolo[... Reactants: Cl, CCOC(=O)c1ccc2nc3c(c(=O)n2c1)SCC3. Yields the product O=C(O)c1ccc2nc3c(c(=O)n2c1)SCC3. Reaction SMILES: [ClH:20].[O:1]=[c:2]1[c:3]2[c:4]([n:5][c:6]3[n:7]1[cH:8][c:9]([C:12](=[O:13])[O:14][CH2:15][CH3:16])[cH:10][cH:11]3)[CH2:17][CH2:18][S:19]2>>[O:1]=[c:2]1[c:3]2[c:4]([n:5][c:6]3[n:7]1[cH:8][c:9]([C:12](=[O:13])[OH:14])[cH:10][cH:11]3)[CH2:17][CH2:18][S:19]2. As a reaction SMILES: [Cl:1][C:2]1[CH:3]=[CH:4][C:5]([F:19])=[C:6]([C:8]2[NH:17][C:16](=O)[C:15]3[C:10](=[N:11][CH:12]=[CH:13][N:14]=3)[N:9]=2)[CH:7]=1.[NH2:20][C:21]1[CH:26]=[CH:25][N:24]=[CH:23][CH:22]=1.C(N(C1C=CN=CC=1)C1C2C(=NC=CN=2)N=C(C2C=C(Br)C=CC=2F)N=1)CCC>>[Cl:1][C:2]1[CH:3]=[CH:4][C:5]([F:19])=[C:6]([C:8]2[N:17]=[C:16]([NH:20][C:21]3[CH:26]=[CH:25][N:24]=[CH:23][CH:22]=3)[C:15]3[C:10](=[N:11][CH:12]=[CH:13][N:14]=3)[N:9]=2)[CH:7]=1. Product: ClC=1C=CC(=C(C1)C1=NC2=NC=CN=C2C(=N1)NC1=CC=NC=C1)F (2-(5-chloro-2-fluorophenyl)-4-(4-pyridylamino)pteridine). Starting materials: ClC=1C=CC(=C(C1)C1=NC2=NC=CN=C2C(N1)=O)F (2-(5-chloro-2-fluorophenyl)-pteridin-4-one), NC1=CC=NC=C1 (4-aminopyridine), C(CCC)N(C1=NC(=NC2=NC=CN=C12)C1=C(C=CC(=C1)Br)F)C1=CC=NC=C1 (4-[(butyl)(4-pyridyl)amino]-2-(5-bromo-2-fluorophenyl)pteridine). Procedure: The title product was synthesized by reaction of the 2-(5-chloro-2-fluorophenyl)-pteridin-4-one with 4-aminopyridine following the procedure described for 4-[(butyl)(4-pyridyl)amino]-2-(5-bromo-2-fluorophenyl)pteridine 3. The reactants are O=C(CBr)Nc1ccccc1C(=O)O, Nc1cccc(F)c1, [K+], CN(C)C=O, [OH-], O. Yields the product O=C(CNc1cccc(F)c1)Nc1ccccc1C(=O)O. As a reaction SMILES: [Br:1][CH2:2][C:3](=[O:4])[NH:5][c:6]1[c:7]([C:8](=[O:9])[OH:10])[cH:11][cH:12][cH:13][cH:14]1.[F:15][c:16]1[cH:17][c:18]([NH2:19])[cH:20][cH:21][cH:22]1.[K+:29].[O:23]=[CH:24][N:25]([CH3:26])[CH3:27].[OH-:28].[OH2:30]>>[CH2:2]([C:3](=[O:4])[NH:5][c:6]1[c:7]([C:8](=[O:9])[OH:10])[cH:11][cH:12][cH:13][cH:14]1)[NH:19][c:18]1[cH:17][c:16]([F:15])[cH:22][cH:21][cH:20]1. Starting materials: IC (iodomethane), ClC=1C=C(C=CC1)C1=CC(NC2=CC=C(C=C12)C(=O)C1=COC=C1)=O (4-(3-chlorophenyl)-6-(3-furanylcarbonyl)-2(1H)-quinolinone), [H-].[Na+] (NaH), oil, O (water). Run in CN(C)C=O (DMF). Conditions: temperature 5 celsius, time 30 minute. Product: ClC=1C=C(C=CC1)C1=CC(N(C2=CC=C(C=C12)C(=O)C1=COC=C1)C)=O (4-(3-chlorophenyl)-6-(3-furanylcarbonyl)-1-methyl-2(1H)-quinolinone). Isolated yield 9.6%. RXN SMILES: [Cl:1][C:2]1[CH:3]=[C:4]([C:8]2[C:17]3[C:12](=[CH:13][CH:14]=[C:15]([C:18]([C:20]4[CH:24]=[CH:23][O:22][CH:21]=4)=[O:19])[CH:16]=3)[NH:11][C:10](=[O:25])[CH:9]=2)[CH:5]=[CH:6][CH:7]=1.[H-].[Na+].I[CH3:29].O>CN(C=O)C>[Cl:1][C:2]1[CH:3]=[C:4]([C:8]2[C:17]3[C:12](=[CH:13][CH:14]=[C:15]([C:18]([C:20]4[CH:24]=[CH:23][O:22][CH:21]=4)=[O:19])[CH:16]=3)[N:11]([CH3:29])[C:10](=[O:25])[CH:9]=2)[CH:5]=[CH:6][CH:7]=1 |f:1.2|. Reported procedure: A mixture of (intermediate 26) (0.04 mol) in DMF (200 ml) was cooled to 5° C. under N2 flow. NaH 80% in oil (0.048 mol) was added portionwise. The mixture was stirred at 5° C. for 30 min. Then iodomethane (0.048 mol) was added dropwise. The mixture was stirred at 5° C. for 30 min, hydrolized and poured out into water. The precipitate was filtered off, washed with water and taken up in CH2Cl2. The organic layer was separated, dried (MgSO4), filtered and the solvent was evaporated till dryness. Th...